Task: describe an organic reaction: reactants, conditions, products, and yield. Dataset: the Open Reaction Database (ORD), a public repository of structured organic reaction records Reactants: [N+](=O)([O-])C1=C(C=C(C=C1)[N+](=O)[O-])F (2,5-dinitrofluorobenzene), COC1=C(C(=C(C(=C1C)C)OC)C)O (2,5-dimethoxy-3,4,6-trimethylphenol). Yields the product [N+](=O)([O-])C1=C(OC2=CC(=C(C=C2C)C)C)C=C(C=C1)[N+](=O)[O-] (1-(2′,5′-dinitrophenoxy)-3,4,6-trimethylbenzene), solid. Yield: 89.0%. Reaction SMILES: [N+:1]([C:4]1[CH:9]=[CH:8][C:7]([N+:10]([O-:12])=[O:11])=[CH:6][C:5]=1F)([O-:3])=[O:2].CO[C:16]1[C:21]([CH3:22])=[C:20]([CH3:23])[C:19](OC)=[C:18]([CH3:26])[C:17]=1[OH:27]>>[N+:1]([C:4]1[CH:9]=[CH:8][C:7]([N+:10]([O-:12])=[O:11])=[CH:6][C:5]=1[O:27][C:17]1[C:18]([CH3:26])=[CH:19][C:20]([CH3:23])=[C:21]([CH3:22])[CH:16]=1)([O-:3])=[O:2]. Procedure details: The process was carried out as described in point 5.4 above, using 0.812 g (4.362 mmol) of 2,5-dinitrofluorobenzene and 0.856 g (4.362 mmol) of 2,5-dimethoxy-3,4,6-trimethylphenol. The title product was obtained in the form of a yellow solid (1.412 g, 89%) after column chromatography using, as eluent, a 75:25 mixture of light mineral spirit (60-80° C.):diethyl ether. The reactants are ice water, O=C1NCCC1 (2-oxopyrrolidine), [Li]CCCC.C1CCOC1 (n-BuLi THF), C1(CCC(=O)O1)=O (succinic anhydride), Cl (hydrochloric acid). The solvent is C1CCOC1 (THF). Reaction conditions: temperature -30 celsius, time 0.5 hour. Product: O=C(CCC(=O)O)N1C(CCC1)=O (4-oxo-4-(2-oxo-1-pyrrolidinyl)butyric acid). The yield is 86.6%. As a reaction SMILES: [O:1]=[C:2]1[CH2:6][CH2:5][CH2:4][NH:3]1.[Li]CCCC.C1COCC1.[C:17]1(=[O:23])[O:22][C:20](=[O:21])[CH2:19][CH2:18]1.Cl>C1COCC1>[O:23]=[C:17]([N:3]1[CH2:4][CH2:5][CH2:6][C:2]1=[O:1])[CH2:18][CH2:19][C:20]([OH:22])=[O:21] |f:1.2|. Procedure: A solution of 2-oxopyrrolidine (5.00 g) in THF (60 ml) was cooled to -50° C., and a 1.55 M n-BuLi/THF solution (38 ml) was dropwise added thereto. After 0.5 hour's stirring at -30° C., succinic anhydride (6.00 g) was added dropwise, followed by stirring at a temperature of -30°--20° C. for 0.5 hour. The reaction mixture was poured into ice water and adjusted to pH 4 with 1N hydrochloric acid, and extracted with n-butanol. The organic layer was washed with saturated brine and concentrated to give... The reactants are CC1(C)CC(C)(C)c2cc(Br)cc(CNC3CC3)c2O1, CCOC=O. Yields the product CC1(C)CC(C)(C)c2cc(Br)cc(CN(C=O)C3CC3)c2O1. RXN SMILES: [Br:1][c:2]1[cH:3][c:4]2[c:9]([c:10]([CH2:12][NH:13][CH:14]3[CH2:15][CH2:16]3)[cH:11]1)[O:8][C:7]([CH3:17])([CH3:18])[CH2:6][C:5]2([CH3:19])[CH3:20].[CH:21](=[O:22])[O:23][CH2:24][CH3:25]>>[Br:1][c:2]1[cH:3][c:4]2[c:9]([c:10]([CH2:12][N:13]([CH:14]3[CH2:15][CH2:16]3)[CH:21]=[O:22])[cH:11]1)[O:8][C:7]([CH3:17])([CH3:18])[CH2:6][C:5]2([CH3:19])[CH3:20]. The reactants are FC1=C(C=CC=C1)OC (2-fluoroanisole), CSC1=CC=C(C=C1)CC(=O)Cl (4-(methylthio)phenylacetyl chloride), [Cl-].[Al+3].[Cl-].[Cl-] (aluminum chloride). Product: FC=1C=C(C=CC1OC)C(CC1=CC=C(C=C1)SC)=O (1-(3-Fluoro-4-methoxyphenyl)-2-[4-(methylthio)phenyl]-ethan-1-one). Reaction SMILES: [F:1][C:2]1[CH:7]=[CH:6][CH:5]=[CH:4][C:3]=1[O:8][CH3:9].[CH3:10][S:11][C:12]1[CH:17]=[CH:16][C:15]([CH2:18][C:19](Cl)=[O:20])=[CH:14][CH:13]=1.[Cl-].[Al+3].[Cl-].[Cl-]>>[F:1][C:2]1[CH:7]=[C:6]([C:19](=[O:20])[CH2:18][C:15]2[CH:16]=[CH:17][C:12]([S:11][CH3:10])=[CH:13][CH:14]=2)[CH:5]=[CH:4][C:3]=1[O:8][CH3:9] |f:2.3.4.5|. Procedure details: 1-(3-Fluoro-4-methoxyphenyl)-2-[4-(methylthio)phenyl]-ethan-1-one was prepared by Friedel Crafts acylation of 2-fluoroanisole with 4-(methylthio)phenylacetyl chloride in the presence of aluminum chloride: 1H NMR (CDCl3 /300 MHz) δ 7.80-7.70 (m, 2H), 7.24-7.15 (m, 4H), 6.98 (t, J=8.26 Hz), 4.17 (s, 2H), 3.95 (s, 3H), 2.46 (s, 3H). 19F NMR (CDCl3 /282.2 MHz): -134.804 (m). The reactants are O=Cc1cc2[nH]cnc2c(F)c1Nc1ccc(Br)cc1Cl, [Li]COCc1ccccc1, C1CCOC1, [Li]CCCC. Yields the product OC(COCc1ccccc1)c1cc2[nH]cnc2c(F)c1Nc1ccc(Br)cc1Cl. As a reaction SMILES: [Br:16][c:17]1[cH:18][c:19]([Cl:36])[c:20]([NH:23][c:24]2[c:25]([CH:34]=[O:35])[cH:26][c:27]3[c:28]([n:29][cH:30][nH:31]3)[c:32]2[F:33])[cH:21][cH:22]1.[CH2:1]([c:2]1[cH:3][cH:4][cH:5][cH:6][cH:7]1)[O:8][CH2:9][Li:10].[CH2:37]1[O:38][CH2:39][CH2:40][CH2:41]1.[CH3:11][CH2:12][CH2:13][CH2:14][Li:15]>>[CH2:1]([c:2]1[cH:3][cH:4][cH:5][cH:6][cH:7]1)[O:8][CH2:9][CH:34]([c:25]1[c:24]([NH:23][c:20]2[c:19]([Cl:36])[cH:18][c:17]([Br:16])[cH:22][cH:21]2)[c:32]([F:33])[c:28]2[c:27]([cH:26]1)[nH:31][cH:30][n:29]2)[OH:35]. Starting materials: COc1cccc2c1CCCC2=O, Cc1ccccc1, CC(N)c1nc(-c2ccccc2)c(-c2ccccc2)o1, Cc1ccc(S(=O)(=O)O)cc1. The product is COc1cccc2c1CCCC2NC(C)c1nc(-c2ccccc2)c(-c2ccccc2)o1. As a reaction SMILES: [CH3:1][O:2][c:3]1[c:4]2[c:9]([cH:10][cH:11][cH:12]1)[C:8](=[O:13])[CH2:7][CH2:6][CH2:5]2.[CH3:45][c:46]1[cH:47][cH:48][cH:49][cH:50][cH:51]1.[c:14]1(-[c:20]2[n:21][c:22]([CH:31]([CH3:32])[NH2:33])[o:23][c:24]2-[c:25]2[cH:26][cH:27][cH:28][cH:29][cH:30]2)[cH:15][cH:16][cH:17][cH:18][cH:19]1.[c:34]1([CH3:35])[cH:36][cH:37][c:38]([S:39]([OH:40])(=[O:41])=[O:42])[cH:43][cH:44]1>>[CH3:1][O:2][c:3]1[c:4]2[c:9]([cH:10][cH:11][cH:12]1)[CH:8]([NH:33][CH:31]([c:22]1[n:21][c:20](-[c:14]3[cH:15][cH:16][cH:17][cH:18][cH:19]3)[c:24](-[c:25]3[cH:26][cH:27][cH:28][cH:29][cH:30]3)[o:23]1)[CH3:32])[CH2:7][CH2:6][CH2:5]2. The reactants are C(C)(C)N (isopropylarnine), C(C)(C)N (isopropylamine), C(C(=O)O)NCP(=O)(O)O (glyphosate), C(C(=O)O)NCP(=O)(O)O (glyphosate), C(C(=O)O)NCP(=O)(O)O (glyphosate). The solvent is O (water), O (water). Yields the product C(C(=O)O)NCP(=O)(O)O.C(C)(C)N (glyphosate isopropylamine). Reaction SMILES: [CH2:1]([NH:5][CH2:6][P:7]([OH:10])([OH:9])=[O:8])[C:2]([OH:4])=[O:3].[CH:11]([NH2:14])([CH3:13])[CH3:12]>O>[CH2:1]([NH:5][CH2:6][P:7]([OH:10])([OH:9])=[O:8])[C:2]([OH:4])=[O:3].[CH:11]([NH2:14])([CH3:13])[CH3:12] |f:3.4|. Reported procedure: 41.86 parts of glyphosate having a purity of 95.57% were added to 42.40 parts of water. When 13.99 parts of isopropylarnine were added to the mixture, with stirring, the glyphosate started to dissolve in the water with heat generation. A further 1.75 parts of isopropylamine were then added to the mixture and stirring was continued. As a result, the glyphosate dissolved completely to give a glyphosate-isopropylamine solution containing 40.01 parts of glyphosate.